This data is from the Open Reaction Database (ORD), a public repository of structured organic reaction records. The task is: describe an organic reaction: reactants, conditions, products, and yield Reactants: ClCCl, CNCc1ccccc1, O=C1C=CCO1. Yields the product CN(Cc1ccccc1)C1COC(=O)C1. Reaction SMILES: [CH2:16]([Cl:17])[Cl:18].[CH3:1][NH:2][CH2:3][c:4]1[cH:5][cH:6][cH:7][cH:8][cH:9]1.[O:10]1[C:11](=[O:15])[CH:12]=[CH:13][CH2:14]1>>[CH3:1][N:2]([CH2:3][c:4]1[cH:5][cH:6][cH:7][cH:8][cH:9]1)[CH:13]1[CH2:12][C:11](=[O:15])[O:10][CH2:14]1. Starting materials: NC=1C=C2C=CN(C2=CC1)C1=CC=C(C(=O)O)C=C1 (4-(5-amino-1H-indol-1-yl)benzoic acid), C1(CC1)N (cyclopropaneamine), O1CCN(CC1)CCN1C=CC2=CC(=CC=C12)C(=O)O (1-(2-morpholinoethyl)-1H-indole-5-carboxylic acid). Yields the product C1(CC1)NC(=O)C1=CC=C(C=C1)N1C=CC2=CC(=CC=C12)NC(=O)C=1C=C2C=CN(C2=CC1)CCN1CCOCC1 (N-(1-(4-(Cyclopropylcarbamoyl)phenyl)-1H-indol-5-yl)-1-(2-morpholinoethyl)-1H-indole-5-carboxamide). RXN SMILES: [NH2:1][C:2]1[CH:3]=[C:4]2[C:8](=[CH:9][CH:10]=1)[N:7]([C:11]1[CH:19]=[CH:18][C:14]([C:15](O)=[O:16])=[CH:13][CH:12]=1)[CH:6]=[CH:5]2.[CH:20]1([NH2:23])[CH2:22][CH2:21]1.[O:24]1[CH2:29][CH2:28][N:27]([CH2:30][CH2:31][N:32]2[C:40]3[C:35](=[CH:36][C:37]([C:41](O)=[O:42])=[CH:38][CH:39]=3)[CH:34]=[CH:33]2)[CH2:26][CH2:25]1>>[CH:20]1([NH:23][C:15]([C:14]2[CH:13]=[CH:12][C:11]([N:7]3[C:8]4[C:4](=[CH:3][C:2]([NH:1][C:41]([C:37]5[CH:36]=[C:35]6[C:40](=[CH:39][CH:38]=5)[N:32]([CH2:31][CH2:30][N:27]5[CH2:26][CH2:25][O:24][CH2:29][CH2:28]5)[CH:33]=[CH:34]6)=[O:42])=[CH:10][CH:9]=4)[CH:5]=[CH:6]3)=[CH:19][CH:18]=2)=[O:16])[CH2:22][CH2:21]1. Procedure details: Compound 960 was prepared according to the procedure described in Scheme IV from 4-(5-amino-1H-indol-1-yl)benzoic acid, cyclopropaneamine, and 1-(2-morpholinoethyl)-1H-indole-5-carboxylic acid. [M+H]+ calcd for C33H33N5O3: 548.26; found 548.13. Reactants: COC(=O)c1ccc(C)cc1[N+](=O)[O-], COC(C)(C)C, CC#N, O=C1CCC(=O)N1Br. Product: COC(=O)c1ccc(CBr)cc1[N+](=O)[O-]. As a reaction SMILES: [CH3:1][O:2][C:3]([c:4]1[c:5]([N+:11](=[O:12])[O-:13])[cH:6][c:7]([CH3:10])[cH:8][cH:9]1)=[O:14].[CH3:23][O:24][C:25]([CH3:26])([CH3:27])[CH3:28].[CH3:29][C:30]#[N:31].[O:15]=[C:16]1[N:17]([Br:22])[C:18](=[O:19])[CH2:20][CH2:21]1>>[CH3:1][O:2][C:3]([c:4]1[c:5]([N+:11](=[O:12])[O-:13])[cH:6][c:7]([CH2:10][Br:22])[cH:8][cH:9]1)=[O:14]. The reactants are C1NCCC=2C3=CC=CC=C3NC12 (1,2,3,4-tetrahydro-β-carboline), C(C)O (ethanol), Cl.NCCC1=CNC2=CC=CC=C12 (tryptamine hydrochloride), C(C=O)(=O)O (glyoxylic acid). The reagents and catalysts are [Pd] (Pd/C). Solvent: C1(=CC=CC=C1)C(C)C (cumene). The product is C=1C=CC2=C(C1)C=3C=CN=CC3N2 (norharman). As a reaction SMILES: [CH2:1]1[C:13]2[NH:12][C:11]3[C:6](=[CH:7][CH:8]=[CH:9][CH:10]=3)[C:5]=2[CH2:4][CH2:3][NH:2]1.Cl.NCCC1C2C(=CC=CC=2)NC=1.C(O)(=O)C=O.C(O)C>C1(C(C)C)C=CC=CC=1.[Pd]>[CH:8]1[CH:9]=[CH:10][C:11]2[NH:12][C:13]3[CH:1]=[N:2][CH:3]=[CH:4][C:5]=3[C:6]=2[CH:7]=1 |f:1.2|. Procedure details: A stirred solution of 13 g (0.0756 Mol) 1,2,3,4-tetrahydro-β-carboline, manufactured by tryptamine hydrochloride and glyoxylic acid as described by Ho and Walker (1988), and 2.6 g Pd/C (10%) in 600 ml of cumene were refluxed in a nitrogen atmosphere for 90 min. After addition of 100 ml of ethanol, the hot solution was filtrated, and the coal was extracted thrice by 30 ml of hot ethanol. The combined liquid fractions were concentrated, and the residues was crystallised in toluene to yield 10.5 g ... Starting materials: I.CSC(=N)C=1SC=CC1 (thiophene-2-carboximidothioic acid methyl ester hydroiodide), CN1CCC(CC1)N1C=CC2=CC(=CC=C12)N (1-(1-Methylpiperidin-4-yl)-1H-indol-5-amine). The solvent is C(C)O (ethanol). Run at time 23 hour. Product: CN1CCC(CC1)N1C=CC2=CC(=CC=C12)NC(=N)C=1SC=CC1 (N-(1-(1-Methylpiperidin-4-yl)-1H-indol-5-yl)thiophene-2-carboximidamide). The yield is 56.2%. As a reaction SMILES: [CH3:1][N:2]1[CH2:7][CH2:6][CH:5]([N:8]2[C:16]3[C:11](=[CH:12][C:13]([NH2:17])=[CH:14][CH:15]=3)[CH:10]=[CH:9]2)[CH2:4][CH2:3]1.I.CS[C:21]([C:23]1[S:24][CH:25]=[CH:26][CH:27]=1)=[NH:22]>C(O)C>[CH3:1][N:2]1[CH2:7][CH2:6][CH:5]([N:8]2[C:16]3[C:11](=[CH:12][C:13]([NH:17][C:21]([C:23]4[S:24][CH:25]=[CH:26][CH:27]=4)=[NH:22])=[CH:14][CH:15]=3)[CH:10]=[CH:9]2)[CH2:4][CH2:3]1 |f:1.2|. Procedure: Compound 81 (100 mg, 0.436 mmol) is charged to a small, argon purged flask fitted with a magnetic stir bar. Anhydrous ethanol (7 mL) and thiophene-2-carboximidothioic acid methyl ester hydroiodide (217.6 mg, 0.763 mmol) are added to the flask and the reaction was stirred under argon at ambient temperature for 23 hours, at which time the solvent was evaporated and the residue was partitioned between H2O and ethyl acetate and 1M sodium hydroxide solution added to adjust pH to 9. The mixture was tr... Starting materials: C(C)(C)(C)OC(=O)N1CC2=CC=C(C=C2C1)I (5-iodo-1,3-dihydro-isoindole-2-carboxylic acid tert-butyl ester), O1CCC(CC1)O (tetrahydro-4H-pyran-4-ol). Yields the product C(C)(C)(C)OC(=O)N1CC2=CC=C(C=C2C1)OC1CCOCC1 (5-(Tetrahydro-pyran-4-yloxy)-1,3-dihydro-isoindole-2-carboxylic acid tert-butyl ester). Reaction SMILES: [C:1]([O:5][C:6]([N:8]1[CH2:16][C:15]2[C:10](=[CH:11][CH:12]=[C:13](I)[CH:14]=2)[CH2:9]1)=[O:7])([CH3:4])([CH3:3])[CH3:2].[O:18]1[CH2:23][CH2:22][CH:21]([OH:24])[CH2:20][CH2:19]1>>[C:1]([O:5][C:6]([N:8]1[CH2:16][C:15]2[C:10](=[CH:11][CH:12]=[C:13]([O:24][CH:21]3[CH2:22][CH2:23][O:18][CH2:19][CH2:20]3)[CH:14]=2)[CH2:9]1)=[O:7])([CH3:4])([CH3:3])[CH3:2]. Procedure details: Prepared in analogy to Example A6(a) from 5-iodo-1,3-dihydro-isoindole-2-carboxylic acid tert-butyl ester (Example A38(b)) and tetrahydro-4H-pyran-4-ol. White solid. MS (m/e): 264.1 ([M+H—Me2C═CH2]+, 100%) Product: C1OC2C(C(CC2)C[N+](=O)[O-])(CCCCCCC(=O)O)OC1 (1-ethylenedioxy-2-(6-carboxyhexyl)-3-nitromethyl-cyclopentane), methyl ester. Reaction conditions: time 16 hour. Reaction SMILES: [C:1]([CH2:4][CH2:5][CH2:6][CH2:7][CH2:8][CH2:9][CH:10]1[CH:14]([CH2:15][N+:16]([O-:18])=[O:17])[CH2:13][CH2:12][C:11]1=[O:19])([OH:3])=[O:2].[C:20]1([CH3:30])C=CC(S(O)(=O)=O)=CC=1.[OH2:31]>C1C=CC=CC=1.C(O)CO>[CH2:30]1[CH2:20][O:31][C:10]2([CH2:9][CH2:8][CH2:7][CH2:6][CH2:5][CH2:4][C:1]([OH:3])=[O:2])[CH:14]([CH2:15][N+:16]([O-:18])=[O:17])[CH2:13][CH2:12][CH:11]2[O:19]1. Reactants: C(=O)(O)CCCCCCC1C(CCC1C[N+](=O)[O-])=O (2-(6-carboxyhexyl)-3-nitromethyl-cyclopentan-1-one), methyl ester, C1(=CC=C(C=C1)S(=O)(=O)O)C (p-toluenesulphonic acid), O (water). Procedure: The solution of 2-(6-carboxyhexyl)-3-nitromethyl-cyclopentan-1-one, methyl ester (14 g.) in benzene (200 ml.), ethylene glycol (16.1 ml.), p-toluenesulphonic acid (0.315 g.), is heated to boiling for 16 hours. The reaction water is separated in a Marcusson apparatus. The mixture is washed with an aqueous saturated NaHCO3 -solution (50 ml.), then with water to neutrality, dried over sodium sulphate and the solvent is evaporated in vacuo. From the oily residue, by chromatography on silica (300 g.)... Solvent: C1=CC=CC=C1 (benzene), C(CO)O (ethylene glycol). Reactants: ClC1=C(C(=O)C2=C(C=CC(=C2)Cl)C=CC#N)C=CC=C1 (3-[2-(2-chlorobenzoyl)-4-chlorophenyl]-2-propenenitrile), S(=O)(=O)(C1=CC=C(C)C=C1)C(C)[N+]#[C-] (1-tosylethyl isocyanide), CCOCC (ether), [H-].[Na+] (sodium hydride), CCOCC (ether). The solvent is O (water), Cl (hydrochloric acid), CS(=O)C (dimethyl sulfoxide). Run at time 2 hour. Yields the product ClC1=CC(=C(C=C1)C=1C(=CNC1C)C#N)C(C1=C(C=CC=C1)Cl)=O (4-[4-chloro-2-(2-chlorobenzoyl)phenyl]-5-methyl-1H-pyrrole-3-carbonitrile). Reaction SMILES: [Cl:1][C:2]1[CH:20]=[CH:19][CH:18]=[CH:17][C:3]=1[C:4]([C:6]1[CH:11]=[C:10]([Cl:12])[CH:9]=[CH:8][C:7]=1[CH:13]=[CH:14][C:15]#[N:16])=[O:5].S([CH:31]([N+:33]#[C-])C)(C1C=CC(C)=CC=1)(=O)=O.[H-].[Na+].[CH3:37][CH2:38]OCC>CS(C)=O.O.Cl>[Cl:12][C:10]1[CH:9]=[CH:8][C:7]([C:13]2[C:14]([C:31]#[N:33])=[CH:15][NH:16][C:37]=2[CH3:38])=[C:6]([C:4](=[O:5])[C:3]2[CH:17]=[CH:18][CH:19]=[CH:20][C:2]=2[Cl:1])[CH:11]=1 |f:2.3|. Procedure: A mixture of 33.9 g (0.11 mol) of 3-[2-(2-chlorobenzoyl)-4-chlorophenyl]-2-propenenitrile, 20 g (0.96 mol) of 1-tosylethyl isocyanide in 150 ml of dimethyl sulfoxide and 100 ml of ether was added dropwise to a suspension of 4.6 g (0.1 mol) of a 50% mineral oil dispension of sodium hydride in 100 ml of ether which was immersed in a room temperature water bath. Stirring at room temperature was continued for 2 hours. The mixture was diluted with 1.2 liters of water and 40 ml of 1 N hydrochloric aci... Reactants: [H-].[H-].[H-].[H-].[Li+].[Al+3] (LiAlH4), CN[C@H](C(=O)O)C1=CC=CC=C1 ((S)-2-(methylamino)-2-phenylacetic acid). Solvent: C1CCOC1 (THF), C1CCOC1 (THF). Conditions: time 8 hour. Product: CN[C@H](CO)C1=CC=CC=C1 ((S)-2-(methylamino)-2-phenylethanol). Isolated yield 55.0%. As a reaction SMILES: [H-].[H-].[H-].[H-].[Li+].[Al+3].[CH3:7][NH:8][C@@H:9]([C:13]1[CH:18]=[CH:17][CH:16]=[CH:15][CH:14]=1)[C:10](O)=[O:11]>C1COCC1>[CH3:7][NH:8][C@@H:9]([C:13]1[CH:18]=[CH:17][CH:16]=[CH:15][CH:14]=1)[CH2:10][OH:11] |f:0.1.2.3.4.5|. Procedure details: To a suspension of LiAlH4 (0.689 g, 18.16 mmol) in THF (20.18 mL) was added (S)-2-(methylamino)-2-phenylacetic acid (1 g, 6.05 mmol) in THF (20 mL) slowly over 10 min at 0° C. The reaction mixture was stirred at room temperature for overnight. After quenched with water (0.7 mL), NaOH (2.1 mL), water (0.7 mL). The reaction mixture was filtered off. The filtrate was extracted with EtOAc 3 times. The combined organic layer was washed with water and brine, dried over anhydrous sodium sulfate, filter... The reactants are Cl (hydrochloric acid), [OH-].[Li+] (lithium hydroxide), mixture, C1(=CC=C(C=C1)CC(=O)OC)CC(=O)OC (dimethyl 2,2′-(1,4-phenylene)diacetate), C1CCOC1 (THF). Run in O (water), CO (methanol). Yields the product COC(CC1=CC=C(C=C1)CC(=O)O)=O ([4-(2-methoxy-2-oxoethyl)phenyl]acetic acid). Isolated yield 43.4%. RXN SMILES: [OH-].[Li+].[C:3]1([CH2:14][C:15]([O:17]C)=[O:16])[CH:8]=[CH:7][C:6]([CH2:9][C:10]([O:12][CH3:13])=[O:11])=[CH:5][CH:4]=1.C1COCC1.Cl>O.CO>[CH3:13][O:12][C:10](=[O:11])[CH2:9][C:6]1[CH:7]=[CH:8][C:3]([CH2:14][C:15]([OH:17])=[O:16])=[CH:4][CH:5]=1 |f:0.1|. Procedure: A 655 mg portion of lithium hydroxide was dissolved in 32 ml of water and added to 32 ml of a mixture of 6.4 g of dimethyl 2,2′-(1,4-phenylene)diacetate, 32 ml of THF and 32 ml of methanol. After 2Hours of stirring at room temperature, the reaction solution was neutralized with 1 M hydrochloric acid and extracted with chloroform. The organic layer was dried with anhydrous sodium sulfate and concentrated under a reduced pressure. The residue was purified by a silica gel column chromatography (chl...